From a dataset of the Open Reaction Database (ORD), a public repository of structured organic reaction records. describe an organic reaction: reactants, conditions, products, and yield The reactants are [BH4-], CCO, C#CCOc1cc(C=O)cc(Cl)c1OCC#C, Cl, [Na+]. The product is C#CCOc1cc(CO)cc(Cl)c1OCC#C. As a reaction SMILES: [BH4-:18].[CH3:21][CH2:22][OH:23].[Cl:1][c:2]1[cH:3][c:4]([CH:5]=[O:6])[cH:7][c:8]([O:14][CH2:15][C:16]#[CH:17])[c:9]1[O:10][CH2:11][C:12]#[CH:13].[ClH:20].[Na+:19]>>[Cl:1][c:2]1[cH:3][c:4]([CH2:5][OH:6])[cH:7][c:8]([O:14][CH2:15][C:16]#[CH:17])[c:9]1[O:10][CH2:11][C:12]#[CH:13]. The product is COc1cccc(CC(=N)N)c1, Cl. Reaction SMILES: [CH3:14][CH2:15][OH:16].[CH3:2][O:3][c:4]1[cH:5][c:6]([CH2:10][C:11]#[N:12])[cH:7][cH:8][cH:9]1.[ClH:1].[NH3:13]>>[CH3:2][O:3][c:4]1[cH:5][c:6]([CH2:10][C:11](=[NH:12])[NH2:13])[cH:7][cH:8][cH:9]1.[ClH:1]. Reactants: CCO, COc1cccc(CC#N)c1, Cl, N. The reactants are BrC=1C=C2C(=NNC(C2=CC1)=O)Cl (6-bromo-4-chloro-2H-phthalazin-1-one), N1(CCOCC1)CCN1CCNCC1 (1-[2-(morpholin-4-yl)ethyl]piperazine), C=1C=CC(=CC1)P(C=2C=CC=CC2)C3=CC=C4C=CC=CC4=C3C5=C6C=CC=CC6=CC=C5P(C=7C=CC=CC7)C=8C=CC=CC8 (rac-BINAP), CC(C)(C)[O-].[Na+] (NaOtBu). Reagents/catalysts: C=1C=CC(=CC1)/C=C/C(=O)/C=C/C2=CC=CC=C2.C=1C=CC(=CC1)/C=C/C(=O)/C=C/C2=CC=CC=C2.C=1C=CC(=CC1)/C=C/C(=O)/C=C/C2=CC=CC=C2.[Pd].[Pd] (Pd2(dba)3). The solvent is CC(=O)N(C)C (DMA), CCOC(=O)C (EtOAc). Product: ClC1=NNC(C2=CC=C(C=C12)N1CCN(CC1)CCN1CCOCC1)=O (4-chloro-6-[4-(2-morpholin-4-yl-ethyl)-piperazin-1-yl]-2H-phthalazin-1-one). The yield is 19.7%. Reaction SMILES: Br[C:2]1[CH:3]=[C:4]2[C:9](=[CH:10][CH:11]=1)[C:8](=[O:12])[NH:7][N:6]=[C:5]2[Cl:13].[N:14]1([CH2:20][CH2:21][N:22]2[CH2:27][CH2:26][NH:25][CH2:24][CH2:23]2)[CH2:19][CH2:18][O:17][CH2:16][CH2:15]1.C1C=CC(P(C2C(C3C(P(C4C=CC=CC=4)C4C=CC=CC=4)=CC=C4C=3C=CC=C4)=C3C(C=CC=C3)=CC=2)C2C=CC=CC=2)=CC=1.CC([O-])(C)C.[Na+]>CC(N(C)C)=O.CCOC(C)=O.C1C=CC(/C=C/C(/C=C/C2C=CC=CC=2)=O)=CC=1.C1C=CC(/C=C/C(/C=C/C2C=CC=CC=2)=O)=CC=1.C1C=CC(/C=C/C(/C=C/C2C=CC=CC=2)=O)=CC=1.[Pd].[Pd]>[Cl:13][C:5]1[C:4]2[C:9](=[CH:10][CH:11]=[C:2]([N:25]3[CH2:24][CH2:23][N:22]([CH2:21][CH2:20][N:14]4[CH2:15][CH2:16][O:17][CH2:18][CH2:19]4)[CH2:27][CH2:26]3)[CH:3]=2)[C:8](=[O:12])[NH:7][N:6]=1 |f:3.4,7.8.9.10.11|. Procedure details: A mixture 6-bromo-4-chloro-2H-phthalazin-1-one (150 mg, 0.578 mmol), 1-[2-(morpholin-4-yl)ethyl]piperazine (127 mg, 0.636 mmol), Pd2(dba)3 (53 mg, 0.0578 mmol), rac-BINAP (108 mg, 0.173 mmol) and NaOtBu (139 mg, 1.445 mmol) in DMA (5 mL) was heated at 85° C. for 2 h. The mixture was allowed to cool, diluted with EtOAc and washed with water. The organic layer was washed with sat.aq. NaHCO3, brine and dried (Na2SO4). Preparatory HPLC afforded 4-chloro-6-[4-(2-morpholin-4-yl-ethyl)-piperazin-1-yl]-... The reactants are CCO, CC(=O)O, CC(C)(C)OC(=O)N1CC=C(c2c[nH]c3ccc(Cl)cc23)CC1, O=[Pt]=O. Yields the product CC(C)(C)OC(=O)N1CCC(c2c[nH]c3ccc(Cl)cc23)CC1. As a reaction SMILES: [CH3:24][CH2:25][OH:26].[CH3:30][C:31](=[O:32])[OH:33].[Cl:1][c:2]1[cH:3][c:4]2[c:5]([C:11]3=[CH:12][CH2:13][N:14]([C:17](=[O:18])[O:19][C:20]([CH3:21])([CH3:22])[CH3:23])[CH2:15][CH2:16]3)[cH:6][nH:7][c:8]2[cH:9][cH:10]1.[Pt:27](=[O:28])=[O:29]>>[Cl:1][c:2]1[cH:3][c:4]2[c:5]([CH:11]3[CH2:12][CH2:13][N:14]([C:17](=[O:18])[O:19][C:20]([CH3:21])([CH3:22])[CH3:23])[CH2:15][CH2:16]3)[cH:6][nH:7][c:8]2[cH:9][cH:10]1. Reactants: COC1=C(CN2C(NC3=C(C2=O)C=C(S3)CC)=O)C=CC(=C1)OC (3-(2,4-dimethoxybenzyl)-6-ethylthieno[2,3-d]pyrimidine-2,4(1H,3H)-dione), BrCC1=CC(=C(C=C1)C=1C(=CC=CC1)C#N)F (4′-(bromomethyl)-2′-fluorobiphenyl-2-carbonitrile), C([O-])([O-])=O.[K+].[K+] (potassium carbonate). Solvent: C(C)#N (acetonitrile). Run at temperature 50 celsius, time 1.5 hour. Yields the product C(C)C1=CC2=C(N(C(NC2=O)=O)CC2=CC(=C(C=C2)C=2C(=CC=CC2)C#N)F)S1 (4′-[(6-ethyl-2,4-dioxo-3,4-dihydrothieno[2,3-d]pyrimidin-1(2H)-yl)methyl]-2′-fluorobiphenyl-2-carbonitrile). The yield is 68.3%. RXN SMILES: COC1C=C(OC)C=CC=1C[N:6]1[C:11](=[O:12])[C:10]2[CH:13]=[C:14]([CH2:16][CH3:17])[S:15][C:9]=2[NH:8][C:7]1=[O:18].Br[CH2:26][C:27]1[CH:32]=[CH:31][C:30]([C:33]2[C:34]([C:39]#[N:40])=[CH:35][CH:36]=[CH:37][CH:38]=2)=[C:29]([F:41])[CH:28]=1.C(=O)([O-])[O-].[K+].[K+]>C(#N)C>[CH2:16]([C:14]1[S:15][C:9]2[N:8]([CH2:26][C:27]3[CH:32]=[CH:31][C:30]([C:33]4[C:34]([C:39]#[N:40])=[CH:35][CH:36]=[CH:37][CH:38]=4)=[C:29]([F:41])[CH:28]=3)[C:7](=[O:18])[NH:6][C:11](=[O:12])[C:10]=2[CH:13]=1)[CH3:17] |f:2.3.4|. Procedure details: A mixture of 3-(2,4-dimethoxybenzyl)-6-ethylthieno[2,3-d]pyrimidine-2,4(1H,3H)-dione (2 g), 4′-(bromomethyl)-2′-fluorobiphenyl-2-carbonitrile (2 g), potassium carbonate (1.6 g) and acetonitrile (40 mL) was stirred at 50° C. for 1.5 hr. Insoluble material was filtered off, and the solvent was evaporated under reduced pressure. The obtained residue was dissolved in trifluoroacetic acid (15 mL), and the mixture was stirred at 50° C. for 2 hr. The reaction mixture was concentrated under reduced pres... Starting materials: CS(=O)(=O)c1ccc(Oc2ccc(O)cc2)cc1, CC#N, FC(F)=C(Cl)Cl, [Na+], [OH-], O. Yields the product CS(=O)(=O)c1ccc(Oc2ccc(OC(F)(F)C(Cl)Cl)cc2)cc1. As a reaction SMILES: [CH3:1][S:2](=[O:3])(=[O:4])[c:5]1[cH:6][cH:7][c:8]([O:9][c:10]2[cH:11][cH:12][c:13]([OH:16])[cH:14][cH:15]2)[cH:17][cH:18]1.[CH3:28][C:29]#[N:30].[F:21][C:22](=[C:23]([Cl:24])[Cl:25])[F:26].[Na+:20].[OH-:19].[OH2:27]>>[CH3:1][S:2](=[O:3])(=[O:4])[c:5]1[cH:6][cH:7][c:8]([O:9][c:10]2[cH:11][cH:12][c:13]([O:16][C:22]([F:21])([CH:23]([Cl:24])[Cl:25])[F:26])[cH:14][cH:15]2)[cH:17][cH:18]1. Reactants: OCc1ccc(Br)cc1Cl, Br, Cc1ccccc1, CCOC(C)=O, O. Product: Clc1cc(Br)ccc1CBr. Reaction SMILES: [Br:1][c:2]1[cH:3][c:4]([Cl:10])[c:5]([CH2:6][OH:7])[cH:8][cH:9]1.[BrH:18].[CH3:11][c:12]1[cH:13][cH:14][cH:15][cH:16][cH:17]1.[CH3:20][CH2:21][O:22][C:23](=[O:24])[CH3:25].[OH2:19]>>[Br:1][c:2]1[cH:3][c:4]([Cl:10])[c:5]([CH2:6][Br:18])[cH:8][cH:9]1.